From a dataset of the Open Reaction Database (ORD), a public repository of structured organic reaction records. describe an organic reaction: reactants, conditions, products, and yield The reactants are [Al+3], [H-], [H-], [H-], [H-], [Li+], O, CCOC(=O)CCc1ccc2oc(Cc3ccc4ccccc4c3)nc2c1. The product is OCCCc1ccc2oc(Cc3ccc4ccccc4c3)nc2c1. As a reaction SMILES: [Al+3:29].[H-:28].[H-:31].[H-:32].[H-:33].[Li+:30].[OH2:34].[cH:1]1[c:2]([CH2:11][c:12]2[o:13][c:14]3[c:15]([n:16]2)[cH:17][c:18]([CH2:21][CH2:22][C:23](=[O:24])[O:25][CH2:26][CH3:27])[cH:19][cH:20]3)[cH:3][cH:4][c:5]2[cH:6][cH:7][cH:8][cH:9][c:10]12>>[cH:1]1[c:2]([CH2:11][c:12]2[o:13][c:14]3[c:15]([n:16]2)[cH:17][c:18]([CH2:21][CH2:22][CH2:23][OH:24])[cH:19][cH:20]3)[cH:3][cH:4][c:5]2[cH:6][cH:7][cH:8][cH:9][c:10]12. Reactants: C(N)(=O)C(CC=1C=CC(=C(C(=O)NCC2=CC=C(C=C2)C(F)(F)F)C1)OC)SC (5-[2-carbamoyl-2-(methylthio)ethyl]-2-methoxy-N-(4-trifluoromethylbenzyl)benzamide), C1=CC(=CC(=C1)Cl)C(=O)OO (mCPBA). Reported procedure: To 639 mg of 5-[2-carbamoyl-2-(methylthio)ethyl]-2-methoxy-N-(4-trifluoromethylbenzyl)benzamide were added 70 ml of methylene chloride and 368 mg of mCPBA under cooling with ice, and the mixture was stirred for 3 hours. The reaction mixture was washed with saturated aqueous solution of sodium bicarbonate and saturated brine in sequence and dried over anhydrous sodium sulfate. Solvent was distilled off under reduced pressure, and the residue obtained was purified by means of column chromatography... The solvent is C(Cl)Cl (methylene chloride). The product is C(N)(=O)C(CC=1C=CC(=C(C(=O)NCC2=CC=C(C=C2)C(F)(F)F)C1)OC)S(=O)C (5-[2-Carbamoyl-2-(methylsulfinyl)ethyl]-2-methoxy-N-(4-trifluoromethylbenzyl)benzamide). Conditions: time 3 hour. Reaction SMILES: [C:1]([CH:4]([S:28][CH3:29])[CH2:5][C:6]1[CH:7]=[CH:8][C:9]([O:26][CH3:27])=[C:10]([CH:25]=1)[C:11]([NH:13][CH2:14][C:15]1[CH:20]=[CH:19][C:18]([C:21]([F:24])([F:23])[F:22])=[CH:17][CH:16]=1)=[O:12])(=[O:3])[NH2:2].C1C=C(Cl)C=C(C(OO)=[O:38])C=1>C(Cl)Cl>[C:1]([CH:4]([S:28]([CH3:29])=[O:38])[CH2:5][C:6]1[CH:7]=[CH:8][C:9]([O:26][CH3:27])=[C:10]([CH:25]=1)[C:11]([NH:13][CH2:14][C:15]1[CH:20]=[CH:19][C:18]([C:21]([F:22])([F:24])[F:23])=[CH:17][CH:16]=1)=[O:12])(=[O:3])[NH2:2]. Isolated yield 73.3%. Reactants: C1CCC(CC1)N=C=NC2CCCCC2 (DCC), C1(CCCCC1)CC(=O)O (cyclohexylacetic acid), CS(=O)(=O)OC1=CC2=CC=C(C=C2C=C1)C(N)=N (6-amidino-2-naphthol methanesulfonate). The solvent is N1=CC=CC=C1 (pyridine). Conditions: time 30 minute. The product is C1(CCCCC1)CC(=O)OC1=CC2=CC=C(C=C2C=C1)C(N)=N (6-amidino-2-naphthyl cyclohexylacetate). Yield: 55.0%. As a reaction SMILES: [CH:1]1([CH2:7][C:8]([OH:10])=[O:9])[CH2:6][CH2:5][CH2:4][CH2:3][CH2:2]1.C1CCC(N=C=NC2CCCCC2)CC1.CS(O[C:31]1[CH:40]=[CH:39][C:38]2[C:33](=[CH:34][CH:35]=[C:36]([C:41](=[NH:43])[NH2:42])[CH:37]=2)[CH:32]=1)(=O)=O>N1C=CC=CC=1>[CH:1]1([CH2:7][C:8]([O:10][C:31]2[CH:40]=[CH:39][C:38]3[C:33](=[CH:34][CH:35]=[C:36]([C:41](=[NH:42])[NH2:43])[CH:37]=3)[CH:32]=2)=[O:9])[CH2:6][CH2:5][CH2:4][CH2:3][CH2:2]1. Procedure details: To a solution of 2.5 g of cyclohexylacetic acid in 50 ml of anhydrous pyridine, while being cooled in ice and stirred, was added 4.4 g of DCC. After 30 minutes, 5.0 g of 6-amidino-2-naphthol methanesulfonate was added to the mixture, and stirred for 24 hours at room temperature. The insolubles were removed by filtration and ethyl ether was added to the filtrate. The precipitate was collected by filtration and recrystallized from a dimethylformaldehyde-ether mixture to obtain 3.0 g of a white pow...